This data is from the Open Reaction Database (ORD), a public repository of structured organic reaction records. The task is: describe an organic reaction: reactants, conditions, products, and yield The reactants are NC1=NC2=CC=CC=C2C(C1(C)C)(O)C1=CC=CC=C1 (2-Amino-3,4-dihydro-3,3-dimethyl-4-phenylquinolin-4-ol), NN (hydrazine). The solvent is O (water). Yields the product N(N)C1=NC2=CC=CC=C2C(C1(C)C)(O)C1=CC=CC=C1 (2-Hydrazino-3,4-dihydro-3,3-dimethyl-4-phenylquinolin-4-ol). The yield is 86.3%. RXN SMILES: [NH2:1][C:2]1[C:11]([CH3:13])([CH3:12])[C:10]([C:15]2[CH:20]=[CH:19][CH:18]=[CH:17][CH:16]=2)([OH:14])[C:9]2[C:4](=[CH:5][CH:6]=[CH:7][CH:8]=2)[N:3]=1.[NH2:21]N>O>[NH:1]([C:2]1[C:11]([CH3:13])([CH3:12])[C:10]([C:15]2[CH:20]=[CH:19][CH:18]=[CH:17][CH:16]=2)([OH:14])[C:9]2[C:4](=[CH:5][CH:6]=[CH:7][CH:8]=2)[N:3]=1)[NH2:21]. Reported procedure: 2-Amino-3,4-dihydro-3,3-dimethyl-4-phenylquinolin-4-ol (10.0 g., 0.0375 mole) was added to anhydrous hydrazine (34g., 1.06 mole) and the solution refluxed for 51/2 hours, cooled, poured on to water, extracted with chloroform, dried and evaporated. Trituration with toluene yielded the title compound as a white solid (9.11g., m.p. 195° - 196° C) [Found: C, 72.5; H, 7.0; N, 14.8% C17H19N3O requires C, 72.6; H, 6.8; N, 14.9%] Reactants: C(C)(C)(C)OC(=O)N[C@H](C(=O)OC)COC[C@@H]([C@H]([C@H](C)O)OCC(C)C)CC1=CC=C(C=C1)C ((S)-methyl 2-((tert-butoxycarbonyl)amino)-3-(((2S,3R,4S)-4-hydroxy-3-isobutoxy-2-(4-methylbenzyl)pentyl)oxy)propanoate), O[Li].O (LiOH—H2O). Run in O (H2O), C1CCOC1 (THF). Reaction conditions: time 4 hour. The product is C(C)(C)(C)OC(=O)N[C@H](C(=O)O)COC[C@@H]([C@H]([C@H](C)O)OCC(C)C)CC1=CC=C(C=C1)C ((S)-2-((tert-butoxycarbonyl)amino)-3-(((2S,3R,4S)-4-hydroxy-3-isobutoxy-2-(4-methyl-benzyl)pentyl)oxy)-propanoic acid). Yield: 85.4%. Reaction SMILES: [C:1]([O:5][C:6]([NH:8][C@@H:9]([CH2:14][O:15][CH2:16][C@H:17]([CH2:27][C:28]1[CH:33]=[CH:32][C:31]([CH3:34])=[CH:30][CH:29]=1)[C@@H:18]([O:22][CH2:23][CH:24]([CH3:26])[CH3:25])[C@@H:19]([OH:21])[CH3:20])[C:10]([O:12]C)=[O:11])=[O:7])([CH3:4])([CH3:3])[CH3:2].O[Li].O>C1COCC1.O>[C:1]([O:5][C:6]([NH:8][C@@H:9]([CH2:14][O:15][CH2:16][C@H:17]([CH2:27][C:28]1[CH:29]=[CH:30][C:31]([CH3:34])=[CH:32][CH:33]=1)[C@@H:18]([O:22][CH2:23][CH:24]([CH3:25])[CH3:26])[C@@H:19]([OH:21])[CH3:20])[C:10]([OH:12])=[O:11])=[O:7])([CH3:3])([CH3:4])[CH3:2] |f:1.2|. Procedure details: To a solution of (S)-methyl 2-((tert-butoxycarbonyl)amino)-3-(((2S,3R,4S)-4-hydroxy-3-isobutoxy-2-(4-methylbenzyl)pentyl)oxy)propanoate (2.06 g, 4.28 mmol) in aqueous THF (16 THF:5H2O; 21 mL total volume) was added LiOH—H2O (0.54 g, 12.83 mmol) and the reaction was stirred for 4 h at room temperature. The reaction was diluted with H2O (50 mL) and the majority of the THF was removed on the rotovap. The aqueous residue was acidified with 2 N HCl and extracted with CH2Cl2 (6×50 mL) until the aqueou... The reactants are [Al+3], [Cl-], [Cl-], [Cl-], O=C(Cl)c1cccnc1Cl, O, S=C=S, c1ccc(-c2ccccc2)cc1. The product is O=C(c1ccc(-c2ccccc2)cc1)c1cccnc1Cl. RXN SMILES: [Al+3:2].[Cl-:1].[Cl-:3].[Cl-:4].[Cl:17][c:18]1[c:19]([C:20](=[O:21])[Cl:22])[cH:23][cH:24][cH:25][n:26]1.[OH2:27].[S:28]=[C:29]=[S:30].[cH:5]1[cH:6][cH:7][c:8](-[c:11]2[cH:12][cH:13][cH:14][cH:15][cH:16]2)[cH:9][cH:10]1>>[cH:5]1[cH:6][cH:7][c:8](-[c:11]2[cH:12][cH:13][c:14]([C:20]([c:19]3[c:18]([Cl:17])[n:26][cH:25][cH:24][cH:23]3)=[O:21])[cH:15][cH:16]2)[cH:9][cH:10]1. Reactants: N(=NC(=O)N1CCCCC1)C(=O)N1CCCCC1 (1,1'-(azodicarbonyl)dipiperidine), CC=1C=C(C=C(C1)O)OS(=O)(=O)C1=C(C=CC=C1)[N+](=O)[O-] (5-methyl-3-(2-nitrophenylsulfonyloxy)phenol), C(CCC)P(CCCC)CCCC (tri-n-butylphosphine), C(CCO)O (1,3-propanediol). The solvent is O1CCCC1 (tetrahydrofuran), CCCCCC (Hexane). Conditions: time 8 hour. Yields the product CC=1C=C(C=C(OCCCO)C1)OS(=O)(=O)C1=C(C=CC=C1)[N+](=O)[O-] (3-[5-Methyl-3-(2-nitrophenylsulfonyloxy)phenoxy]propanol). The yield is 71.5%. RXN SMILES: [CH3:1][C:2]1[CH:3]=[C:4]([O:9][S:10]([C:13]2[CH:18]=[CH:17][CH:16]=[CH:15][C:14]=2[N+:19]([O-:21])=[O:20])(=[O:12])=[O:11])[CH:5]=[C:6]([OH:8])[CH:7]=1.C(P(CCCC)CCCC)CCC.[CH2:35](O)[CH2:36][CH2:37][OH:38].N(C(N1CCCCC1)=O)=NC(N1CCCCC1)=O>O1CCCC1.CCCCCC>[CH3:1][C:2]1[CH:3]=[C:4]([O:9][S:10]([C:13]2[CH:18]=[CH:17][CH:16]=[CH:15][C:14]=2[N+:19]([O-:21])=[O:20])(=[O:12])=[O:11])[CH:5]=[C:6]([CH:7]=1)[O:8][CH2:35][CH2:36][CH2:37][OH:38]. Reported procedure: To a solution of 5-methyl-3-(2-nitrophenylsulfonyloxy)phenol (1.1 g, 4.0 mmol), as prepared in the preceding step, tri-n-butylphosphine (1.22 g, 6.0 mmol) and 1,3-propanediol (1.52 g, 20 mmol) in anhydrous tetrahydrofuran (40 mL) was added 1,1'-(azodicarbonyl)dipiperidine (1.51 g, 6.0 mmol). The mixture was stirred at ambient temperature overnight. Hexane (60 mL) was added to the mixture, and the precipitates were removed by filtration. The filtrate was evaporated in vacuo, and the residue was p... As a reaction SMILES: CO.[C:3]1([CH2:9][N:10]([CH2:33][C:34]2[CH:39]=[CH:38][CH:37]=[CH:36][CH:35]=2)[C:11]2[C:20]3[N:21]=[C:22]([CH2:28][CH2:29][CH2:30][CH2:31][Cl:32])[N:23](COCC)[C:19]=3[C:18]3[CH:17]=[CH:16][CH:15]=[CH:14][C:13]=3[N:12]=2)[CH:8]=[CH:7][CH:6]=[CH:5][CH:4]=1>Cl>[C:3]1([CH2:9][N:10]([CH2:33][C:34]2[CH:39]=[CH:38][CH:37]=[CH:36][CH:35]=2)[C:11]2[C:20]3[N:21]=[C:22]([CH2:28][CH2:29][CH2:30][CH2:31][Cl:32])[NH:23][C:19]=3[C:18]3[CH:17]=[CH:16][CH:15]=[CH:14][C:13]=3[N:12]=2)[CH:4]=[CH:5][CH:6]=[CH:7][CH:8]=1. Product: C1(=CC=CC=C1)CN(C1=NC=2C=CC=CC2C2=C1N=C(N2)CCCCCl)CC2=CC=CC=C2 (N,N-bis(phenylmethyl)-2-(4-chlorobutyl)-1H-imidazo[4,5-c]quinolin-4-amine). Reactants: CO (Methanol), C1(=CC=CC=C1)CN(C1=NC=2C=CC=CC2C2=C1N=C(N2COCC)CCCCCl)CC2=CC=CC=C2 (N,N-bis(phenylmethyl)-2-(4-chlorobutyl)-1-ethoxymethyl-1H-imidazo[4,5-c]quinolin-4-amine). Solvent: Cl (hydrochloric acid). Procedure: Methanol (several mL) was added to a suspension of N,N-bis(phenylmethyl)-2-(4-chlorobutyl)-1-ethoxymethyl-1H-imidazo[4,5-c]quinolin-4-amine (0.76 g, 1.5 mmole) in 3N hydrochloric acid (20 mL). The reaction mixture was heated on a stream bath for 4 hours then partitioned between methylene chloride and aqueous saturated sodium bicarbonate. The methylene chloride layer was separated, dried over magnesium sulfate and then concentrated under vacuum to provide 0.64 g of N,N-bis(phenylmethyl)-2-(4-chlo... The yield is 93.8%. The reactants are C(C)(C)(C)OC(=O)N[C@@H]1C[C@H]([C@H](CC1)C(=O)OC)OC (Methyl (1S,2R,4S)-4-[(tert-butoxycarbonyl)amino]-2-methoxycyclohexanecarboxylate), [AlH4-].[Li+] (Lithium tetrahydroaluminate). The solvent is CCOCC (ether). Reaction conditions: temperature 0 celsius, time 4 hour. The product is OC[C@@H]1[C@@H](C[C@H](CC1)NC(OC(C)(C)C)=O)OC (tert-Butyl [(1S,3R,4R)-4-(hydroxymethyl)-3-methoxycyclohexyl]carbamate). RXN SMILES: [C:1]([O:5][C:6]([NH:8][C@H:9]1[CH2:14][CH2:13][C@H:12]([C:15](OC)=[O:16])[C@H:11]([O:19][CH3:20])[CH2:10]1)=[O:7])([CH3:4])([CH3:3])[CH3:2].[AlH4-].[Li+]>CCOCC>[OH:16][CH2:15][C@H:12]1[CH2:13][CH2:14][C@H:9]([NH:8][C:6](=[O:7])[O:5][C:1]([CH3:2])([CH3:3])[CH3:4])[CH2:10][C@H:11]1[O:19][CH3:20] |f:1.2|. Procedure: Methyl (1S,2R,4S)-4-[(tert-butoxycarbonyl)amino]-2-methoxycyclohexanecarboxylate (racemic) (0.87 g, 3.0 mmol) were dissolved in ether (27 mL) and cooled to 0° C. Lithium tetrahydroaluminate (138 mg, 3.63 mmol) was added and the resulting reaction mixture was stirred for 4 h. The reaction was quenched with 5 mL water at 0° C., then diluted with 5 mL 15% NaOH and 15 mL water after stirring for 30 min. The reaction mixture was filtered through a pad of Celite and washed with ethyl acetate. The aque... Procedure: Starting from N-(trans-4-aminocyclohexyl)-4-[2-(cyclopropylmethoxy)-4-fluorophenyl]-6-methyl-5H-pyrrolo[3,2-d]pyrimidine-7-carboxamide hydrochloride (example D.f7) and commercially available propionyl chloride the title compound is obtained as colorless solid. The product is C1(CC1)COC1=C(C=CC(=C1)F)C=1C2=C(N=CN1)C(=C(N2)C)C(=O)N[C@@H]2CC[C@H](CC2)NC(CC)=O (4-[2-(Cyclopropylmethoxy)-4-fluorophenyl]-6-methyl-N-[trans-4-(propionylamino)cyclohexyl]-5H-pyrrolo[3,2-d]pyrimidine-7-carboxamide). RXN SMILES: Cl.[NH2:2][C@H:3]1[CH2:8][CH2:7][C@H:6]([NH:9][C:10]([C:12]2[C:16]3[N:17]=[CH:18][N:19]=[C:20]([C:21]4[CH:26]=[CH:25][C:24]([F:27])=[CH:23][C:22]=4[O:28][CH2:29][CH:30]4[CH2:32][CH2:31]4)[C:15]=3[NH:14][C:13]=2[CH3:33])=[O:11])[CH2:5][CH2:4]1.[C:34](Cl)(=[O:37])[CH2:35][CH3:36]>>[CH:30]1([CH2:29][O:28][C:22]2[CH:23]=[C:24]([F:27])[CH:25]=[CH:26][C:21]=2[C:20]2[C:15]3[NH:14][C:13]([CH3:33])=[C:12]([C:10]([NH:9][C@H:6]4[CH2:7][CH2:8][C@H:3]([NH:2][C:34](=[O:37])[CH2:35][CH3:36])[CH2:4][CH2:5]4)=[O:11])[C:16]=3[N:17]=[CH:18][N:19]=2)[CH2:31][CH2:32]1 |f:0.1|. The reactants are Cl.N[C@@H]1CC[C@H](CC1)NC(=O)C1=C(NC2=C1N=CN=C2C2=C(C=C(C=C2)F)OCC2CC2)C (N-(trans-4-aminocyclohexyl)-4-[2-(cyclopropylmethoxy)-4-fluorophenyl]-6-methyl-5H-pyrrolo[3,2-d]pyrimidine-7-carboxamide hydrochloride), C(CC)(=O)Cl (propionyl chloride). The reactants are CO, CC(C)(C)C=O, COC(=O)CCN. Product: COC(=O)CCNCC(C)(C)C. RXN SMILES: [CH3:14][OH:15].[CH3:1][C:2]([CH:3]=[O:4])([CH3:5])[CH3:6].[CH3:7][O:8][C:9]([CH2:10][CH2:11][NH2:12])=[O:13]>>[CH3:1][C:2]([CH2:3][NH:12][CH2:11][CH2:10][C:9]([O:8][CH3:7])=[O:13])([CH3:5])[CH3:6]. Starting materials: Cl.Cl.FC(C(C(=O)OC)(CCCN)N)F ((±)-methyl 2-difluoromethyl-2,5-diaminopentanoate dihydrochloride), C[O-].[Na+] (sodium methylate). Run in CO (methanol), CO (methanol). Reaction conditions: time 3 hour. Product: NC1(C(NCCC1)=O)C(F)F ((±)-3-amino-3-difluoromethyl-2-piperidone). RXN SMILES: Cl.Cl.[F:3][CH:4]([F:15])[C:5]([NH2:14])([CH2:10][CH2:11][CH2:12][NH2:13])[C:6](OC)=[O:7].C[O-].[Na+]>CO>[NH2:14][C:5]1([CH:4]([F:15])[F:3])[CH2:10][CH2:11][CH2:12][NH:13][C:6]1=[O:7] |f:0.1.2,3.4|. Reported procedure: To a solution of (±)-methyl 2-difluoromethyl-2,5-diaminopentanoate dihydrochloride (2.7 g) in dry methanol (30 ml) is added under nitrogen 2 equivalents of sodium methylate in methanol (0.46 g of sodium in 20 ml of methanol). The reaction mixture is stirred for 3 hours at room temperature, then the solvent is evaporated under reduced pressure. The residue is extracted with ether to yield crude (±)-3-amino-3-difluoromethyl-2-piperidone which is purified either by crystallization from CHCl3 /penta... The reactants are CC(=O)N1C(C(=O)NCC(=O)OCc2ccccc2)CC(=O)c2ccccc2N(Cc2ccccc2)C(=O)C1CC12CC3CC(CC(C3)C1)C2, CO, [H][H], C1CCOC1. The product is CC(=O)N1C(C(=O)NCC(=O)O)CC(=O)c2ccccc2N(Cc2ccccc2)C(=O)C1CC12CC3CC(CC(C3)C1)C2. RXN SMILES: [C:1]([CH3:2])(=[O:3])[N:4]1[CH:5]([CH2:40][C:41]23[CH2:42][CH:43]4[CH2:44][CH:45]([CH2:46][CH:47]([CH2:48]2)[CH2:49]4)[CH2:50]3)[C:6](=[O:39])[N:7]([CH2:32][c:33]2[cH:34][cH:35][cH:36][cH:37][cH:38]2)[c:8]2[c:9]([cH:28][cH:29][cH:30][cH:31]2)[C:10](=[O:27])[CH2:11][CH:12]1[C:13](=[O:14])[NH:15][CH2:16][C:17](=[O:18])[O:19][CH2:20][c:21]1[cH:22][cH:23][cH:24][cH:25][cH:26]1.[CH3:58][OH:59].[H:51][H:52].[O:53]1[CH2:54][CH2:55][CH2:56][CH2:57]1>>[C:1]([CH3:2])(=[O:3])[N:4]1[CH:5]([CH2:40][C:41]23[CH2:42][CH:43]4[CH2:44][CH:45]([CH2:46][CH:47]([CH2:48]2)[CH2:49]4)[CH2:50]3)[C:6](=[O:39])[N:7]([CH2:32][c:33]2[cH:34][cH:35][cH:36][cH:37][cH:38]2)[c:8]2[c:9]([cH:28][cH:29][cH:30][cH:31]2)[C:10](=[O:27])[CH2:11][CH:12]1[C:13](=[O:14])[NH:15][CH2:16][C:17](=[O:18])[OH:19].